describe an organic reaction: reactants, conditions, products, and yield From a dataset of the Open Reaction Database (ORD), a public repository of structured organic reaction records. Starting materials: COC=1C=C(C=CC1)C(CC1=CC=NC=C1)=O (1-(3-methoxy-phenyl)-2-pyridin-4-yl-ethanone), C([O-])([O-])=O.[K+].[K+] (potassium carbonate), BrCBr (dibromomethane), C(=S)=S (carbon disulfide). The solvent is CS(=O)C (DMSO), O (water). Conditions: time 3 hour. Product: S1C(SC1)=C(C(=O)C1=CC(=CC=C1)OC)C1=CC=NC=C1 (2-[1,3]dithietan-2-ylidene-1-(3-methoxy-phenyl)-2-pyridin-4-yl-ethanone). Isolated yield 85.0%. As a reaction SMILES: [CH3:1][O:2][C:3]1[CH:4]=[C:5]([C:9](=[O:17])[CH2:10][C:11]2[CH:16]=[CH:15][N:14]=[CH:13][CH:12]=2)[CH:6]=[CH:7][CH:8]=1.C(=O)([O-])[O-].[K+].[K+].[C:24](=[S:26])=[S:25].Br[CH2:28]Br>CS(C)=O.O>[S:25]1[CH2:28][S:26][C:24]1=[C:10]([C:11]1[CH:16]=[CH:15][N:14]=[CH:13][CH:12]=1)[C:9]([C:5]1[CH:6]=[CH:7][CH:8]=[C:3]([O:2][CH3:1])[CH:4]=1)=[O:17] |f:1.2.3|. Procedure: To a solution of 1-(3-methoxy-phenyl)-2-pyridin-4-yl-ethanone (1 g, 4.40 mmol) in dry DMSO (22 mL) under nitrogen atmosphere solid potassium carbonate (1.8 g, 13.20 mmol, 3 eq) was added at room temperature, followed by carbon disulfide (0.796 mL, 13.20 mmol, 3 eq) and dibromomethane (0.926 mL, 13.20 mmol, 3 eq). The reaction mixture was stirred at room temperature for 3 hour and then poured into stirred iced water (150 mL). The yellow precipitate was filtered, washed with water and dried at 60°... Reactants: [Al+3], C1CCOC1, Clc1cc(Oc2cccc3ccccc23)ccn1, [H-], [H-], [H-], [H-], [Li+], CCOC(=O)Cc1csc(N)n1, CCOC(=O)Cc1csc(Nc2cc(Oc3cccc4ccccc34)ccn2)n1. The product is OCCc1csc(Nc2cc(Oc3cccc4ccccc34)ccn2)n1. Reaction SMILES: [Al+3:61].[CH2:66]1[O:67][CH2:68][CH2:69][CH2:70]1.[Cl:30][c:31]1[cH:32][c:33]([O:34][c:35]2[c:36]3[c:37]([cH:38][cH:39][cH:40][cH:41]3)[cH:42][cH:43][cH:44]2)[cH:45][cH:46][n:47]1.[H-:60].[H-:63].[H-:64].[H-:65].[Li+:62].[NH2:48][c:49]1[s:50][cH:51][c:52]([CH2:53][C:54]([O:55][CH2:56][CH3:57])=[O:58])[n:59]1.[c:1]1([O:11][c:12]2[cH:13][c:14]([NH:18][c:19]3[s:20][cH:21][c:22]([CH2:24][C:25](=[O:26])[O:27][CH2:28][CH3:29])[n:23]3)[n:15][cH:16][cH:17]2)[cH:2][cH:3][cH:4][c:5]2[cH:6][cH:7][cH:8][cH:9][c:10]12>>[c:1]1([O:11][c:12]2[cH:13][c:14]([NH:18][c:19]3[s:20][cH:21][c:22]([CH2:24][CH2:25][OH:26])[n:23]3)[n:15][cH:16][cH:17]2)[cH:2][cH:3][cH:4][c:5]2[cH:6][cH:7][cH:8][cH:9][c:10]12. Starting materials: CO, O=[N+]([O-])C=Cc1ccccc1, S=C([S-])N1CCCCC1, C1CC[NH2+]CC1, S=C=S. Product: O=[N+]([O-])CC(SC(=S)N1CCCCC1)c1ccccc1. Reaction SMILES: [CH3:30][OH:31].[N+:1](=[O:2])([O-:3])[CH:4]=[CH:5][c:6]1[cH:7][cH:8][cH:9][cH:10][cH:11]1.[N:12]1([C:18](=[S:19])[S-:20])[CH2:13][CH2:14][CH2:15][CH2:16][CH2:17]1.[NH2+:21]1[CH2:22][CH2:23][CH2:24][CH2:25][CH2:26]1.[S:27]=[C:28]=[S:29]>>[N+:1](=[O:2])([O-:3])[CH2:4][CH:5]([c:6]1[cH:7][cH:8][cH:9][cH:10][cH:11]1)[S:20][C:18]([N:12]1[CH2:13][CH2:14][CH2:15][CH2:16][CH2:17]1)=[S:19]. Conditions: time 14 hour. The reactants are COC=1C=C2CCCC(C2=CC1OC)=O (6,7-dimethoxy-1-tetralone), [BH4-].[Na+] (NaBH4), O (water), crude intermediate. Yield: 93.9%. The reagents and catalysts are C1(=CC=C(C=C1)S(=O)(=O)O)C (p-toluenesulfonic acid). RXN SMILES: [CH3:1][O:2][C:3]1[CH:4]=[C:5]2[C:10](=[CH:11][C:12]=1[O:13][CH3:14])[C:9](=O)[CH2:8][CH2:7][CH2:6]2.[BH4-].[Na+].O>C(O)C.C1(C)C=CC=CC=1.C(Cl)Cl.C1(C)C=CC(S(O)(=O)=O)=CC=1>[CH3:14][O:13][C:12]1[CH:11]=[C:10]2[C:5](=[CH:4][C:3]=1[O:2][CH3:1])[CH2:6][CH2:7][CH:8]=[CH:9]2 |f:1.2|. Product: COC=1C=C2C=CCCC2=CC1OC (1.2-Dihydro-6.7-dimethoxynaphthalene). Run in C(C)O (ethanol), C(Cl)Cl (methylene chloride), C1(=CC=CC=C1)C (toluene). Procedure: To a solution of 5.01 g (24.3 mmol) of 6,7-dimethoxy-1-tetralone (Aldrich Chemical Co.) in 100 mL of ethanol was added 0.932 g (24.6 mmol) of NaBH4, and the mixture was stirred for 14 hours at room temperature. Most of the solvent was removed by evaporation, and to the residue was added 150 mL of methylene chloride and 50 mL of water. The aqueous layer was separated and reextracted with methylene chloride, then the organic extracts were combined and washed with brine, dried over MgSO4, and conce... Reactants: Oc1ccccc1Br, O=C([O-])[O-], CCOC(=O)CCCBr, CN(C)C=O, [Cs+], [Cs+]. Product: CCOC(=O)CCCOc1ccccc1Br. Reaction SMILES: [Br:1][c:2]1[c:3]([OH:8])[cH:4][cH:5][cH:6][cH:7]1.[C:18](=[O:19])([O-:20])[O-:21].[CH2:9]([CH3:10])[O:11][C:12]([CH2:13][CH2:14][CH2:15][Br:16])=[O:17].[CH3:24][N:25]([CH3:26])[CH:27]=[O:28].[Cs+:22].[Cs+:23]>>[Br:1][c:2]1[c:3]([O:8][CH2:15][CH2:14][CH2:13][C:12]([O:11][CH2:9][CH3:10])=[O:17])[cH:4][cH:5][cH:6][cH:7]1. The reactants are C(C)OC(C=CC1=C(C=CC(=C1)F)OC)=O (ethyl-3-(5′-fluoro-2′-methoxyphenyl)acrylate). Reagents/catalysts: [Pd] (Pd/C). The solvent is C(C)O (ethanol). Run at time 20 hour. Yields the product C(C)OC(CCC1=C(C=CC(=C1)F)OC)=O (Ethyl-3-(5′-fluoro-2′-methoxyphenyl)propionate). The yield is 94.9%. RXN SMILES: [CH2:1]([O:3][C:4](=[O:16])[CH:5]=[CH:6][C:7]1[CH:12]=[C:11]([F:13])[CH:10]=[CH:9][C:8]=1[O:14][CH3:15])[CH3:2]>C(O)C.[Pd]>[CH2:1]([O:3][C:4](=[O:16])[CH2:5][CH2:6][C:7]1[CH:12]=[C:11]([F:13])[CH:10]=[CH:9][C:8]=1[O:14][CH3:15])[CH3:2]. Procedure: To a solution of ethyl-3-(5′-fluoro-2′-methoxyphenyl)acrylate (6.0 g, 27 mmol) in ethanol (100%, 80 mL) under Ar was added Pd/C (10%, 250 mg) very carefully and the flask containing the mixture was evacuated and purged with H2 three time each. Then a H2 balloon was attached to the flask and charged with H2 and the reaction was allowed to go for 20 h at room temperature. Then the reaction mixture was filtered through a pad of silica eluted with mixed solvent of EtOAc and Hexane (1:1). The crude p... Reactants: NC=1NC(C=C(N1)NC(=O)OC)=O (methyl 2-amino-1,6-dihydro-6-oxo-4-pyrimidinecarbamate), C1(=CC=C(C=C1)S(=O)(=O)Cl)C (toluene-4-sulfonyl chloride). Run in CN1CCOCC1 (N-methylmorpholine), C(Cl)Cl (methylene chloride). Yields the product NC1=NC(=CC(=N1)NC(=O)OC)OS(=O)(=O)C1=CC=C(C=C1)C (methyl 2-amino-6-[(p-tolylsulfonyl)oxy]-4-pyrimidinecarbamate). As a reaction SMILES: [NH2:1][C:2]1[NH:3][C:4](=[O:13])[CH:5]=[C:6]([NH:8][C:9]([O:11][CH3:12])=[O:10])[N:7]=1.[C:14]1([CH3:24])[CH:19]=[CH:18][C:17]([S:20](Cl)(=[O:22])=[O:21])=[CH:16][CH:15]=1>CN1CCOCC1.C(Cl)Cl>[NH2:1][C:2]1[N:7]=[C:6]([NH:8][C:9]([O:11][CH3:12])=[O:10])[CH:5]=[C:4]([O:13][S:20]([C:17]2[CH:18]=[CH:19][C:14]([CH3:24])=[CH:15][CH:16]=2)(=[O:22])=[O:21])[N:3]=1. Procedure: A stirred suspension of 500 g of methyl 2-amino-1,6-dihydro-6-oxo-4-pyrimidinecarbamate in 1.45 l of N-methylmorpholine and 9 l of methylene chloride is heated to reflux temperature. Subsequently, 815 g of toluene-4-sulfonyl chloride are added thereto and the mixture is stirred at reflux for 16 hours. The mixture is evaporated at 40° in a water-jet vacuum and the residue is treated with 9 l of water. The insoluble material is filtered off under suction and washed firstly with 5 l of water and th... Reactants: O=S(=O)(CCCl)c1ccc(F)cc1, [K+], [K+], O=C([O-])[O-], CN(C)C=O, O=C(NCc1cccs1)c1cccnc1S. Product: O=C(NCc1cccs1)c1cccnc1SCCS(=O)(=O)c1ccc(F)cc1. Reaction SMILES: [Cl:23][CH2:24][CH2:25][S:26](=[O:27])(=[O:28])[c:29]1[cH:30][cH:31][c:32]([F:35])[cH:33][cH:34]1.[K+:1].[K+:2].[O-:3][C:4]([O-:5])=[O:6].[O:36]=[CH:37][N:38]([CH3:39])[CH3:40].[SH:7][c:8]1[c:9]([C:10](=[O:11])[NH:12][CH2:13][c:14]2[s:15][cH:16][cH:17][cH:18]2)[cH:19][cH:20][cH:21][n:22]1>>[S:7]([c:8]1[c:9]([C:10](=[O:11])[NH:12][CH2:13][c:14]2[s:15][cH:16][cH:17][cH:18]2)[cH:19][cH:20][cH:21][n:22]1)[CH2:24][CH2:25][S:26](=[O:27])(=[O:28])[c:29]1[cH:30][cH:31][c:32]([F:35])[cH:33][cH:34]1. The reactants are ClC1=CC=C(C=C1)[Li] (p-chlorophenyllithium), ClC1=CC=C(C=C1)Br (p-chlorobromobenzene), C(C)P(CC)Cl (diethylphosphinous chloride). Solvent: CCOCC (ether). Reaction conditions: time 30 minute. The product is ClC1=CC=C(C=C1)P(CC)CC ((p-chlorophenyl) (diethyl)phosphine). Reaction SMILES: [CH2:1]([P:3](Cl)[CH2:4][CH3:5])[CH3:2].[Cl:7][C:8]1[CH:13]=[CH:12][C:11]([Li])=[CH:10][CH:9]=1.ClC1C=CC(Br)=CC=1>CCOCC>[Cl:7][C:8]1[CH:13]=[CH:12][C:11]([P:3]([CH2:4][CH3:5])[CH2:1][CH3:2])=[CH:10][CH:9]=1. Reported procedure: A solution of 10 g. (0.08 mole) of diethylphosphinous chloride in 100 ml. of ether was added to a solution of p-chlorophenyllithium [prepared from 15.4 g. (0.08 mole) of p-chlorobromobenzene in 100 ml. of ether and 54 ml. of 1.5M n-butyllithium in hexane] under a nitrogen atmosphere. After 30 minutes, the reaction mixture was quenched with a few drops of ethyl acetate and the solvent was removed at reduced pressure. Distillation of the residual oil gave (p-chlorophenyl) (diethyl)phosphine, b.p. ...